The task is: describe an organic reaction: reactants, conditions, products, and yield. This data is from the Open Reaction Database (ORD), a public repository of structured organic reaction records. Reactants: Nc1n[nH]c2cc(Br)ccc12, CC=CC(=O)Cl, c1ccncc1. The product is CC=CC(=O)Nc1n[nH]c2cc(Br)ccc12. Reaction SMILES: [Br:7][c:8]1[cH:9][cH:10][c:11]2[c:12]([NH2:17])[n:13][nH:14][c:15]2[cH:16]1.[C:1]([CH:2]=[CH:3][CH3:4])(=[O:5])[Cl:6].[cH:18]1[cH:19][cH:20][n:21][cH:22][cH:23]1>>[C:1]([CH:2]=[CH:3][CH3:4])(=[O:5])[NH:17][c:12]1[c:11]2[cH:10][cH:9][c:8]([Br:7])[cH:16][c:15]2[nH:14][n:13]1. Reactants: O=C(O)c1ccc2c(c1)OCO2, ClCCCl, CCc1cccc(CNCC(O)C(N)Cc2cc(F)cc(F)c2)c1, CN(C)C=O, On1nnc2ccccc21. The product is CCc1cccc(CNCC(O)C(Cc2cc(F)cc(F)c2)NC(=O)c2ccc3c(c2)OCO3)c1. As a reaction SMILES: [C:1]([c:2]1[cH:3][c:4]2[c:8]([cH:9][cH:10]1)[O:7][CH2:6][O:5]2)(=[O:11])[OH:12].[CH2:13]([Cl:14])[CH2:15][Cl:16].[NH2:27][CH:28]([CH:29]([CH2:30][NH:31][CH2:32][c:33]1[cH:34][c:35]([CH2:39][CH3:40])[cH:36][cH:37][cH:38]1)[OH:41])[CH2:42][c:43]1[cH:44][c:45]([F:50])[cH:46][c:47]([F:49])[cH:48]1.[O:51]=[CH:52][N:53]([CH3:54])[CH3:55].[OH:17][n:18]1[c:19]2[c:20]([cH:21][cH:22][cH:23][cH:24]2)[n:25][n:26]1>>[C:1]([c:2]1[cH:3][c:4]2[c:8]([cH:9][cH:10]1)[O:7][CH2:6][O:5]2)(=[O:12])[NH:27][CH:28]([CH:29]([CH2:30][NH:31][CH2:32][c:33]1[cH:34][c:35]([CH2:39][CH3:40])[cH:36][cH:37][cH:38]1)[OH:41])[CH2:42][c:43]1[cH:44][c:45]([F:50])[cH:46][c:47]([F:49])[cH:48]1. Starting materials: benzoate-succinic ester, CN1CC[C@]23C4=C5C=CC(=C4O[C@H]2C(=O)CC[C@H]3[C@H]1C5)OC (hydrocodone), [Li]N([Si](C)(C)C)[Si](C)(C)C (LiN(SiMe3)2), O1CCCC1 (tetrahydrofuran), O1CCCC1 (tetrahydrofuran). Run at time 8 hour. The product is C(C1=CC=CC=C1)(=O)[O-].CN1CC[C@]23C4=C5C=CC(=C4O[C@H]2C(=O)CC[C@H]3[C@H]1C5)OC (benzoate hydrocodone). The yield is 42.0%. RXN SMILES: [CH3:1][N:2]1[C@@H:19]2[CH2:20][C:7]3[CH:8]=[CH:9][C:10]([O:21][CH3:22])=[C:11]4[O:12][C@H:13]5[C:14]([CH2:16][CH2:17][C@@H:18]2[C@:5]5([C:6]=34)[CH2:4][CH2:3]1)=[O:15].[Li]N([Si](C)(C)C)[Si](C)(C)C.[O:33]1CCCC1>>[C:11]([O-:33])(=[O:12])[C:6]1[CH:7]=[CH:20][CH:19]=[CH:18][CH:5]=1.[CH3:1][N:2]1[C@@H:19]2[CH2:20][C:7]3[CH:8]=[CH:9][C:10]([O:21][CH3:22])=[C:11]4[O:12][C@H:13]5[C:14]([CH2:16][CH2:17][C@@H:18]2[C@:5]5([C:6]=34)[CH2:4][CH2:3]1)=[O:15] |f:3.4|. Reported procedure: To a solution of hydrocodone freebase (0.596 g, 1.99 mmol) in tetrahydrofuran (25 mL) was added 1 M LiN(SiMe3)2 in tetrahydrofuran (5.98 mL). The resulting orange suspension was stirred at ambient temperatures for 30 min. after which benzoate-succinic ester (1.25 g, 5.98 mmol) was added. The resulting mixture was stirred overnight at ambient temperatures and was quenched after 18 h by the addition of 100 mL saturated ammonium chloride solution which was allowed to stir for another 2 h. Ethyl ace... Yields the product CCOC(=O)Cn1ncc2c1CCCC2N(C)S(=O)(=O)c1ccc(OC2CCCC2)c(Cl)c1. As a reaction SMILES: [CH2:1]([CH3:2])[O:3][C:4]([CH2:5][n:6]1[n:7][cH:8][c:9]2[c:14]1[CH2:13][CH2:12][CH2:11][CH:10]2[N:15]([CH3:16])[S:17](=[O:18])(=[O:19])[c:20]1[cH:21][c:22]([Cl:27])[c:23]([F:26])[cH:24][cH:25]1)=[O:28].[OH:29][CH:30]1[CH2:31][CH2:32][CH2:33][CH2:34]1>>[CH2:1]([CH3:2])[O:3][C:4]([CH2:5][n:6]1[n:7][cH:8][c:9]2[c:14]1[CH2:13][CH2:12][CH2:11][CH:10]2[N:15]([CH3:16])[S:17](=[O:18])(=[O:19])[c:20]1[cH:21][c:22]([Cl:27])[c:23]([O:29][CH:30]2[CH2:31][CH2:32][CH2:33][CH2:34]2)[cH:24][cH:25]1)=[O:28]. The reactants are CCOC(=O)Cn1ncc2c1CCCC2N(C)S(=O)(=O)c1ccc(F)c(Cl)c1, OC1CCCC1. Conditions: time 30 minute. Yield: 56.8%. Yields the product CC=1C=CC(=NC1)CSC1=NC2=C(N1)C=C1CCCC1=C2 (1,5,6,7-tetrahydro-2-[[(5-methyl-2-pyridyl)methyl]thio]indeno(5,6-d)imidazole). Procedure details: To 13.5 g of 1,5,6,7-tetrahydroindeno(5,6-d)imidazole-2-thiol, suspended in 200 ml of alcohol, were added dropwise while stirring 5.9 g of sodium hydroxide in 100 ml of water and, after 30 minutes, 13.0 g of 5-methyl-2-chloromethyl-pyridine hydrochloride were added. The mixture was left to boil at reflux overnight, then evaporated and the residue was taken up in methylene chloride. This was washed neutral and, after drying over sodium sulfate, evaporated in vacuo. The residue, recrystallized fro... The reactants are N1C(=NC2=C1C=C1CCCC1=C2)S (1,5,6,7-tetrahydroindeno(5,6-d)imidazole-2-thiol), [OH-].[Na+] (sodium hydroxide), Cl.CC=1C=CC(=NC1)CCl (5-methyl-2-chloromethyl-pyridine hydrochloride). As a reaction SMILES: [NH:1]1[C:5]2[CH:6]=[C:7]3[C:11](=[CH:12][C:4]=2[N:3]=[C:2]1[SH:13])[CH2:10][CH2:9][CH2:8]3.[OH-].[Na+].Cl.[CH3:17][C:18]1[CH:19]=[CH:20][C:21]([CH2:24]Cl)=[N:22][CH:23]=1>O>[CH3:17][C:18]1[CH:19]=[CH:20][C:21]([CH2:24][S:13][C:2]2[NH:3][C:4]3[CH:12]=[C:11]4[C:7](=[CH:6][C:5]=3[N:1]=2)[CH2:8][CH2:9][CH2:10]4)=[N:22][CH:23]=1 |f:1.2,3.4|. The solvent is O (water), alcohol. Reactants: C([O-])([O-])=O.[K+].[K+] (potassium carbonate), amine, NC1=CC(=C(C(=O)O)C=C1Cl)OC (4-amino-5-chloro-2-methoxybenzoic acid), C1=CN(C=N1)C(=O)N2C=CN=C2 (CDI). Run in CN(C)C=O (DMF), CN(C)C=O (DMF). Conditions: time 16 hour. Product: C(C1=CC=CC=C1)(=O)N (benzamide). Reaction SMILES: N[C:2]1[C:10](Cl)=[CH:9][C:5]([C:6](O)=[O:7])=[C:4](OC)[CH:3]=1.C1N=C[N:16](C(N2C=NC=C2)=O)C=1.C(=O)([O-])[O-].[K+].[K+]>CN(C=O)C>[C:6]([NH2:16])(=[O:7])[C:5]1[CH:9]=[CH:10][CH:2]=[CH:3][CH:4]=1 |f:2.3.4|. Reported procedure: To a solution of 4-amino-5-chloro-2-methoxybenzoic acid in freshly distilled DMF is added CDI (1 equivalent). After 1 hour at room temperature a solution of amine 35 (1 equivalent) in DMF is added. The reaction mixture is stirred at room temperature for 16 hours and concentrated in vacuo to give a residue which is treated with 15% potassium carbonate and extracted with chloroform (3×). The combined organic extracts are washed successively with water and brine and then dried over sodium sulfate. ...